Dataset: the Open Reaction Database (ORD), a public repository of structured organic reaction records. Task: describe an organic reaction: reactants, conditions, products, and yield Reactants: ice water, CNN (methylhydrazine), ClC1=C(C(=O)CC(=O)OCC)C=C(C(=C1)Cl)C (ethyl 2,4-dichloro-5-methylbenzoylacetate), diethylene. Run in CCOCC (ether). Conditions: temperature 100 celsius. Product: ClC1=C(C=C(C(=C1)Cl)C)C1=NN(C(C1)=O)C (3-(2,4-Dichloro-5-methylphenyl)-1-methyl-2-pyrazolin-5-one). RXN SMILES: [CH3:1][NH:2][NH2:3].[Cl:4][C:5]1[CH:18]=[C:17]([Cl:19])[C:16]([CH3:20])=[CH:15][C:6]=1[C:7]([CH2:9][C:10](OCC)=[O:11])=O>CCOCC>[Cl:4][C:5]1[CH:18]=[C:17]([Cl:19])[C:16]([CH3:20])=[CH:15][C:6]=1[C:7]1[CH2:9][C:10](=[O:11])[N:2]([CH3:1])[N:3]=1. Procedure details: 13.5 g (292 mol) of methylhydrazine were added slowly to 80.4 g (292 mmol) of ethyl 2,4-dichloro-5-methylbenzoylacetate in 300 m of diethylene glycoldimethyl ether. The reaction solution was heated at 100° C. for 4 hours and then stirred into 11 of ice-water. The precipitate formed was filtered off, washed with a little-methylene chloride and dried. Yield: 38.8 g; m.p. 196°-198° C.; The reactants are FC(F)(F)c1nnc2ccc(N3CCNCC3)nn12, O=Cc1ccc2ccccc2n1. The product is FC(F)(F)c1nnc2ccc(N3CCN(Cc4ccc5ccccc5n4)CC3)nn12. RXN SMILES: [N:1]1([c:7]2[cH:8][cH:9][c:10]3[n:11]([n:12]2)[c:13]([C:16]([F:17])([F:18])[F:19])[n:14][n:15]3)[CH2:2][CH2:3][NH:4][CH2:5][CH2:6]1.[n:20]1[c:21]([CH:30]=[O:31])[cH:22][cH:23][c:24]2[cH:25][cH:26][cH:27][cH:28][c:29]12>>[N:1]1([c:7]2[cH:8][cH:9][c:10]3[n:11]([n:12]2)[c:13]([C:16]([F:17])([F:18])[F:19])[n:14][n:15]3)[CH2:2][CH2:3][N:4]([CH2:30][c:21]2[n:20][c:29]3[c:24]([cH:23][cH:22]2)[cH:25][cH:26][cH:27][cH:28]3)[CH2:5][CH2:6]1. Starting materials: ice water, Cl (hydrochloric acid), [OH-].[NH4+] (ammonium hydroxide), ClCC#N (chloroacetonitrile), [Cl-].[Cl-].[Cl-].[Al+3] (aluminum trichloride), Br.C(CC)N(C1CCC=2C=CC=C(C2C1)O)CCC (5,6,7,8-Tetrahydro-7-(dipropylamino)-naphthalenol hydrobromide), ice, B(Cl)(Cl)Cl (boron trichloride). The solvent is C(Cl)(Cl)Cl (chloroform), ClCCl (dichloromethane). Reaction conditions: time 8 hour. The product is C(CC)N(C1CCC=2C=CC3=C(OCC3=O)C2C1)CCC (N,N-dipropyl-2,3,6,7,8,9-hexahydro-3-oxonaphtho[1,2-b]furan-8-amine), crude pink solid. As a reaction SMILES: Br.[CH2:2]([N:5]([CH2:17][CH2:18][CH3:19])[CH:6]1[CH2:15][C:14]2[C:13]([OH:16])=[CH:12][CH:11]=[CH:10][C:9]=2[CH2:8][CH2:7]1)[CH2:3][CH3:4].B(Cl)(Cl)Cl.Cl[CH2:25][C:26]#N.[Cl-].[Cl-].[Cl-].[Al+3].Cl.[OH-:33].[NH4+]>ClCCl.C(Cl)(Cl)Cl>[CH2:17]([N:5]([CH2:2][CH2:3][CH3:4])[CH:6]1[CH2:15][C:14]2[C:13]3[O:16][CH2:25][C:26](=[O:33])[C:12]=3[CH:11]=[CH:10][C:9]=2[CH2:8][CH2:7]1)[CH2:18][CH3:19] |f:0.1,4.5.6.7,9.10|. Procedure: 5,6,7,8-Tetrahydro-7-(dipropylamino)-naphthalenol hydrobromide [5.90 g, 18.0 mmol, described by L.-E. Arvidsson et al., J. Med. Chem. 24, 921 (1981)] was added portionwise as a solid to an ice-cold solution of boron trichloride in dichloromethane (43 mL, 1M solution). To the clear solution was added successively chloroacetonitrile (2.74 mL, 43 mmol) and aluminum trichloride (2.88 g, 22 mmol). A precipitate formed after 0.5 hour. The suspension was left stirring at room temperature overnight. The... Reactants: COC=1C=C(C=CC1OC)C1=NNC([C@H]2CCCC[C@@H]12)=O ((cis)-4-(3,4-Dimethoxyphenyl)-4a,5,6,7,8,8a-hexahydro-2H-phthalazin-1-one), Cl.N1=CC(=CC=C1)CCl (3-picolylchloride hydrochloride), compound 105. The product is Cl.COC=1C=C(C=CC1OC)C1=NN(C([C@H]2CCCC[C@@H]12)=O)CC=1C=NC=CC1 ((cis)-4-(3,4-Dimethoxyphenyl)-2-(3-pyridylmethyl)-4a,5,6,7,8,8a-hexahydro-2H-phthalazin-1-one hydrochloride). As a reaction SMILES: [CH3:1][O:2][C:3]1[CH:4]=[C:5]([C:11]2[C@H:20]3[C@H:15]([CH2:16][CH2:17][CH2:18][CH2:19]3)[C:14](=[O:21])[NH:13][N:12]=2)[CH:6]=[CH:7][C:8]=1[O:9][CH3:10].Cl.[N:23]1[CH:28]=[CH:27][CH:26]=[C:25]([CH2:29][Cl:30])[CH:24]=1>>[ClH:30].[CH3:1][O:2][C:3]1[CH:4]=[C:5]([C:11]2[C@H:20]3[C@H:15]([CH2:16][CH2:17][CH2:18][CH2:19]3)[C:14](=[O:21])[N:13]([CH2:29][C:25]3[CH:24]=[N:23][CH:28]=[CH:27][CH:26]=3)[N:12]=2)[CH:6]=[CH:7][C:8]=1[O:9][CH3:10] |f:1.2,3.4|. Reported procedure: Prepared from compound 1 and 3-picolylchloride hydrochloride as described for compound 105. Purified by chromatography (dichloromethane). Crystallized from diethyl ether as the hydrochloride. M.p. 192°-195° C. The reactants are CC1=C(C(=C(C(=C1/C=C(/C(=O)O)\CCCC)OC)OC)OC)OC ((E)-3-(6-methyl-2,3,4,5-tetramethoxyphenyl)-2-butylpropenoic acid), product, Et2O hexanes, 10a. The solvent is hexanes, CCOCC (Et2O). Yields the product COC=1C(C(=C(C(C1OC)=O)/C=C(/C(=O)O)\CCCC)C)=O ((E)-3-(4,5-dimethoxy-2-methyl-3,6-dioxocyclohexa-1,4-dienyl)-2-butylpropenoic acid). As a reaction SMILES: [CH3:1][C:2]1[C:7](/[CH:8]=[C:9](\[CH2:13][CH2:14][CH2:15][CH3:16])/[C:10]([OH:12])=[O:11])=[C:6]([O:17]C)[C:5]([O:19][CH3:20])=[C:4]([O:21][CH3:22])[C:3]=1[O:23]C>CCOCC>[CH3:22][O:21][C:4]1[C:3](=[O:23])[C:2]([CH3:1])=[C:7](/[CH:8]=[C:9](\[CH2:13][CH2:14][CH2:15][CH3:16])/[C:10]([OH:12])=[O:11])[C:6](=[O:17])[C:5]=1[O:19][CH3:20]. Procedure: Compound 10e was prepared from 9e (0.015 g, 0.044 mmol) as described above for 10a to give 0.005 g (0.018 mmol, 40%) of the product as a red solid following flash chromatography (1:1 Et2O:hexanes 0.5% AcOH) and recrystallization from Et2O/hexanes. The reactants are NC1=C(C=CC=C1)CC(C)C1N(CCCC1)C (2-[2-(2-aminophenyl)-1-methylethyl]-1-methylpiperidine), C(C1=CC=C(C=C1)OC)(=O)Cl (anisoyl chloride). Product: COC1=CC=C(C(=O)NC2=C(C=CC=C2)CC(C2N(CCCC2)C)C)C=C1 (4-methoxy-2'-[2-methyl-2-(1-methyl-2-piperidyl)ethyl]benzanilide). As a reaction SMILES: [NH2:1][C:2]1[CH:7]=[CH:6][CH:5]=[CH:4][C:3]=1[CH2:8][CH:9]([CH:11]1[CH2:16][CH2:15][CH2:14][CH2:13][N:12]1[CH3:17])[CH3:10].[C:18](Cl)(=[O:27])[C:19]1[CH:24]=[CH:23][C:22]([O:25][CH3:26])=[CH:21][CH:20]=1>>[CH3:26][O:25][C:22]1[CH:23]=[CH:24][C:19]([C:18]([NH:1][C:2]2[CH:7]=[CH:6][CH:5]=[CH:4][C:3]=2[CH2:8][CH:9]([CH3:10])[CH:11]2[CH2:16][CH2:15][CH2:14][CH2:13][N:12]2[CH3:17])=[O:27])=[CH:20][CH:21]=1. Reported procedure: Reaction of 2-[2-(2-aminophenyl)-1-methylethyl]-1-methylpiperidine with anisoyl chloride, according to the procedure of Example 25, provides 4-methoxy-2'-[2-methyl-2-(1-methyl-2-piperidyl)ethyl]benzanilide as a 72:28 mixture of diastereoisomers (according to nmr), m.p. 125.5°-136.5° C. (corr.). Starting materials: C1CCOC1, CCCCCC, CCCC[Sn](C#Cc1cccnc1F)(CCCC)CCCC. The product is CCCC[Sn](C=Cc1cccnc1F)(CCCC)CCCC. Reaction SMILES: [CH2:23]1[O:24][CH2:25][CH2:26][CH2:27]1.[CH3:28][CH2:29][CH2:30][CH2:31][CH2:32][CH3:33].[F:1][c:2]1[n:3][cH:4][cH:5][cH:6][c:7]1[C:8]#[C:9][Sn:10]([CH2:11][CH2:12][CH2:13][CH3:14])([CH2:15][CH2:16][CH2:17][CH3:18])[CH2:19][CH2:20][CH2:21][CH3:22]>>[F:1][c:2]1[n:3][cH:4][cH:5][cH:6][c:7]1[CH:8]=[CH:9][Sn:10]([CH2:11][CH2:12][CH2:13][CH3:14])([CH2:15][CH2:16][CH2:17][CH3:18])[CH2:19][CH2:20][CH2:21][CH3:22].